Task: describe an organic reaction: reactants, conditions, products, and yield. Dataset: the Open Reaction Database (ORD), a public repository of structured organic reaction records Starting materials: CCOC(=O)N1CC(c2ccc(Br)cc2)N=C1c1c(F)cccc1F, COCCOC, Cl[Pd-2](Cl)([PH](c1ccccc1)(c1ccccc1)c1ccccc1)[PH](c1ccccc1)(c1ccccc1)c1ccccc1, OB(O)c1ccc(OC(F)(F)F)cc1, [Na+], [Na+], O=C([O-])[O-], O. Product: CCOC(=O)N1CC(c2ccc(-c3ccc(OC(F)(F)F)cc3)cc2)N=C1c1c(F)cccc1F. RXN SMILES: [Br:1][c:2]1[cH:3][cH:4][c:5]([CH:8]2[N:9]=[C:10]([c:18]3[c:19]([F:25])[cH:20][cH:21][cH:22][c:23]3[F:24])[N:11]([C:13](=[O:14])[O:15][CH2:16][CH3:17])[CH2:12]2)[cH:6][cH:7]1.[CH2:47]([CH2:48][O:49][CH3:50])[O:51][CH3:52].[Cl:53][Pd-2:54]([Cl:55])([PH:56]([c:57]1[cH:58][cH:59][cH:60][cH:61][cH:62]1)([c:63]1[cH:64][cH:65][cH:66][cH:67][cH:68]1)[c:69]1[cH:70][cH:71][cH:72][cH:73][cH:74]1)[PH:75]([c:76]1[cH:77][cH:78][cH:79][cH:80][cH:81]1)([c:82]1[cH:83][cH:84][cH:85][cH:86][cH:87]1)[c:88]1[cH:89][cH:90][cH:91][cH:92][cH:93]1.[F:32][C:33]([O:34][c:35]1[cH:36][cH:37][c:38]([B:41]([OH:42])[OH:43])[cH:39][cH:40]1)([F:44])[F:45].[Na+:26].[Na+:27].[O-:28][C:29](=[O:30])[O-:31].[OH2:46]>>[c:2]1(-[c:38]2[cH:37][cH:36][c:35]([O:34][C:33]([F:32])([F:44])[F:45])[cH:40][cH:39]2)[cH:3][cH:4][c:5]([CH:8]2[N:9]=[C:10]([c:18]3[c:19]([F:25])[cH:20][cH:21][cH:22][c:23]3[F:24])[N:11]([C:13](=[O:14])[O:15][CH2:16][CH3:17])[CH2:12]2)[cH:6][cH:7]1. The reactants are NCc1ccccc1Cl, O=C1C2=C(CCCC2)C(=O)N1c1cc(OC2CCCC2)c(Cl)cc1F, c1ccccc1. Yields the product O=C(NCc1ccccc1Cl)C1=C(C(=O)Nc2cc(OC3CCCC3)c(Cl)cc2F)CCCC1. RXN SMILES: [Cl:26][c:27]1[c:28]([CH2:29][NH2:30])[cH:31][cH:32][cH:33][cH:34]1.[F:1][c:2]1[c:3]([N:15]2[C:16](=[O:25])[C:17]3=[C:18]([C:19]2=[O:20])[CH2:21][CH2:22][CH2:23][CH2:24]3)[cH:4][c:5]([O:9][CH:10]2[CH2:11][CH2:12][CH2:13][CH2:14]2)[c:6]([Cl:8])[cH:7]1.[cH:35]1[cH:36][cH:37][cH:38][cH:39][cH:40]1>>[F:1][c:2]1[c:3]([NH:15][C:16]([C:17]2=[C:18]([C:19](=[O:20])[NH:30][CH2:29][c:28]3[c:27]([Cl:26])[cH:34][cH:33][cH:32][cH:31]3)[CH2:21][CH2:22][CH2:23][CH2:24]2)=[O:25])[cH:4][c:5]([O:9][CH:10]2[CH2:11][CH2:12][CH2:13][CH2:14]2)[c:6]([Cl:8])[cH:7]1. Starting materials: [Al], CCOC(=O)C(Cc1c(C2OC(COCc3ccccc3)C(OCc3ccccc3)C(OCc3ccccc3)C2OCc2ccccc2)[nH]c2ccccc12)=NO, C1CCOC1. The product is CCOC(=O)C(N)Cc1c(C2OC(COCc3ccccc3)C(OCc3ccccc3)C(OCc3ccccc3)C2OCc2ccccc2)[nH]c2ccccc12. As a reaction SMILES: [Al:58].[CH2:1]([CH3:2])[O:3][C:4]([C:5]([CH2:6][c:7]1[c:8]([CH:16]2[CH:17]([O:18][CH2:19][c:20]3[cH:21][cH:22][cH:23][cH:24][cH:25]3)[CH:26]([O:27][CH2:28][c:29]3[cH:30][cH:31][cH:32][cH:33][cH:34]3)[CH:35]([O:36][CH2:37][c:38]3[cH:39][cH:40][cH:41][cH:42][cH:43]3)[CH:44]([CH2:46][O:47][CH2:48][c:49]3[cH:50][cH:51][cH:52][cH:53][cH:54]3)[O:45]2)[nH:9][c:10]2[cH:11][cH:12][cH:13][cH:14][c:15]12)=[N:55][OH:56])=[O:57].[O:59]1[CH2:60][CH2:61][CH2:62][CH2:63]1>>[CH2:1]([CH3:2])[O:3][C:4]([CH:5]([CH2:6][c:7]1[c:8]([CH:16]2[CH:17]([O:18][CH2:19][c:20]3[cH:21][cH:22][cH:23][cH:24][cH:25]3)[CH:26]([O:27][CH2:28][c:29]3[cH:30][cH:31][cH:32][cH:33][cH:34]3)[CH:35]([O:36][CH2:37][c:38]3[cH:39][cH:40][cH:41][cH:42][cH:43]3)[CH:44]([CH2:46][O:47][CH2:48][c:49]3[cH:50][cH:51][cH:52][cH:53][cH:54]3)[O:45]2)[nH:9][c:10]2[cH:11][cH:12][cH:13][cH:14][c:15]12)[NH2:55])=[O:57]. Reactants: CCOC(=O)C(C)=CC=C(c1ccccc1)c1ccccc1, CO, [K+], [OH-], O. The product is CC(=CC=C(c1ccccc1)c1ccccc1)C(=O)O. As a reaction SMILES: [CH2:3]([CH3:4])[O:5][C:6]([C:7](=[CH:8][CH:9]=[C:10]([c:11]1[cH:12][cH:13][cH:14][cH:15][cH:16]1)[c:17]1[cH:18][cH:19][cH:20][cH:21][cH:22]1)[CH3:23])=[O:24].[CH3:25][OH:26].[K+:2].[OH-:1].[OH2:27]>>[O:5]=[C:6]([C:7](=[CH:8][CH:9]=[C:10]([c:11]1[cH:12][cH:13][cH:14][cH:15][cH:16]1)[c:17]1[cH:18][cH:19][cH:20][cH:21][cH:22]1)[CH3:23])[OH:24]. Starting materials: TEA, ClC=1C=C(C(=O)OC)C=C(N1)Cl (Methyl 2,6-dichloroisonicotinate), ClC=1C=C(C(=O)OC)C=C(N1)Cl (Methyl 2,6-dichloroisonicotinate), N1CCC(CC1)NC(OC(C)(C)C)=O (tert-Butyl piperidin-4-ylcarbamate), O (Water), [Na+].[Cl-] (NaCl). The solvent is CN1CCCC1=O (NMP), CCOC(=O)C (EtOAc). Conditions: temperature 150 celsius. The product is C(C)(C)(C)OC(=O)NC1CCN(CC1)C=1C=C(C(=O)OC)C=C(N1)Cl (Methyl 2-{4-[(tert-butoxycarbonyl)amino]piperidin-1-yl}-6-chloroisonicotinate). As a reaction SMILES: [NH:1]1[CH2:6][CH2:5][CH:4]([NH:7][C:8](=[O:14])[O:9][C:10]([CH3:13])([CH3:12])[CH3:11])[CH2:3][CH2:2]1.[Cl:15][C:16]1[CH:17]=[C:18]([CH:23]=[C:24](Cl)[N:25]=1)[C:19]([O:21][CH3:22])=[O:20].O.[Na+].[Cl-]>CN1C(=O)CCC1.CCOC(C)=O>[C:10]([O:9][C:8]([NH:7][CH:4]1[CH2:3][CH2:2][N:1]([C:24]2[CH:23]=[C:18]([CH:17]=[C:16]([Cl:15])[N:25]=2)[C:19]([O:21][CH3:22])=[O:20])[CH2:6][CH2:5]1)=[O:14])([CH3:11])([CH3:13])[CH3:12] |f:3.4|. Reported procedure: tert-Butyl piperidin-4-ylcarbamate (972 mg, 4.85 mmol), was dissolved in anhydrous NMP (5 ml). Methyl 2,6-dichloroisonicotinate (Intermediate 24, 1 g, 4.85 mmol) was added followed by TEA (675 μl, 4.85 mmol). The mixture was heated under microwave conditions at 150° C. for 10 minutes. Water (50 ml) and EtOAc (100 ml) were added, the aqueous phase was treated with solid NaCl and extracted with EtOAc (4×100 ml). The EtOAc layer was dried, concentrated in vacuo and purified by flash chromatography ... Reactants: CN(C)C=O, COC(=O)c1ccc2c(C3CCCCC3)c(-c3ccccc3OCCCl)[nH]c2c1, [H-], [Na+], O. The product is COC(=O)c1ccc2c(C3CCCCC3)c3n(c2c1)CCOc1ccccc1-3. As a reaction SMILES: [CH3:33][N:34]([CH3:35])[CH:36]=[O:37].[Cl:1][CH2:2][CH2:3][O:4][c:5]1[c:6](-[c:11]2[nH:12][c:13]3[cH:14][c:15]([C:26](=[O:27])[O:28][CH3:29])[cH:16][cH:17][c:18]3[c:19]2[CH:20]2[CH2:21][CH2:22][CH2:23][CH2:24][CH2:25]2)[cH:7][cH:8][cH:9][cH:10]1.[H-:30].[Na+:31].[OH2:32]>>[CH2:2]1[CH2:3][O:4][c:5]2[c:6]([cH:7][cH:8][cH:9][cH:10]2)-[c:11]2[n:12]1[c:13]1[cH:14][c:15]([C:26](=[O:27])[O:28][CH3:29])[cH:16][cH:17][c:18]1[c:19]2[CH:20]1[CH2:21][CH2:22][CH2:23][CH2:24][CH2:25]1.